From a dataset of the Open Reaction Database (ORD), a public repository of structured organic reaction records. describe an organic reaction: reactants, conditions, products, and yield Starting materials: O (water), C(C=C)(=O)OCC#C (Propargyl acrylate), C(CCCCCCCCCCC)N=[N+]=[N-] (dodecyl azide), tetrakis(acetonitrile)copper (I) hexafluorophosphate. The solvent is CN(C)C=O (DMF). Conditions: time 24 hour. Product: C(CCCCCCCCCCC)N1N=NC(=C1)COC(C=C)=O (1-Dodecyl-4-acryloyloxymethyl-triazole). Yield: 95.0%. Reaction SMILES: [C:1]([O:5][CH2:6][C:7]#[CH:8])(=[O:4])[CH:2]=[CH2:3].[CH2:9]([N:21]=[N+:22]=[N-:23])[CH2:10][CH2:11][CH2:12][CH2:13][CH2:14][CH2:15][CH2:16][CH2:17][CH2:18][CH2:19][CH3:20].O>CN(C=O)C>[CH2:9]([N:21]1[CH:8]=[C:7]([CH2:6][O:5][C:1](=[O:4])[CH:2]=[CH2:3])[N:23]=[N:22]1)[CH2:10][CH2:11][CH2:12][CH2:13][CH2:14][CH2:15][CH2:16][CH2:17][CH2:18][CH2:19][CH3:20]. Procedure details: Propargyl acrylate (13 g, 0.118 mmoles), dodecyl azide (22.3 g, 0.118 mmoles) and tetrakis(acetonitrile)copper (I) hexafluorophosphate (0.75 g, 2 mmoles) are dissolved in DMF (200 ml) and stirred at room temperature under nitrogen for 24 hours. The reaction mixture is poured into water wherefrom the product precipitated as a white crystalline solid (33.5 g; yield 95%; mp 50-52° C.). 1H NMR (CDCl3, δ ppm) 7.78 (broad, 1H), 6.42 (d, 1H), 6.16 (dd, 1H), 5.82 (d, 1H), 5.30 (s, 2H), 4.32 (t, 2H), 1.9... The reactants are O=C1C(CCCC2=C1C=NC=C2)CC(=O)O (9-oxo-6,7,8,9-tetrahydro-5H-cyclohepta[c]pyridine-8-acetic acid), ClC1=CC=C(C=C1)NN (4-chlorophenylhydrazine), ketal, C1=NC=CC2=C1C(CCCC2)=O (5,6,7,8-tetrahydrocyclohepta[c]pyridine-9-one). Product: ClC1=CC=C(C=C1)N1N=C2C(CC1=O)CCCC1=C2C=NC=C1 (2-(4-Chlorophenyl)-2,4,4a,5,6,7-hexahydropyrido[4',3':6,7]cyclohepta[1,2-c]pyridazin-3-one). As a reaction SMILES: O=[C:2]1[C:8]2[CH:9]=[N:10][CH:11]=[CH:12][C:7]=2[CH2:6][CH2:5][CH2:4][CH:3]1[CH2:13][C:14]([OH:16])=O.C1C2C(=O)CCCCC=2C=CN=1.[Cl:29][C:30]1[CH:35]=[CH:34][C:33]([NH:36][NH2:37])=[CH:32][CH:31]=1>>[Cl:29][C:30]1[CH:35]=[CH:34][C:33]([N:36]2[C:14](=[O:16])[CH2:13][CH:3]3[CH2:4][CH2:5][CH2:6][C:7]4[CH:12]=[CH:11][N:10]=[CH:9][C:8]=4[C:2]3=[N:37]2)=[CH:32][CH:31]=1. Reported procedure: Prepared according to the method described in Example 1 from 9-oxo-6,7,8,9-tetrahydro-5H-cyclohepta[c]pyridine-8-acetic acid (prepared by hydrolysis of the corresponding ketal, the latter being prepared from 5,6,7,8-tetrahydrocyclohepta[c]pyridine-9-one (Hicks et al, J. Chem. Soc. Perkin I (1984)2297) according to the method of Wu et al supra) and 4-chlorophenylhydrazine. The reactants are CCI, CC(=Cc1ccc(S)cc1)c1ccc2c(c1)C(C)(C)CCC2(C)C, CN(C)C=O. Yields the product CCSc1ccc(C=C(C)c2ccc3c(c2)C(C)(C)CCC3(C)C)cc1. RXN SMILES: [CH2:25]([CH3:26])[I:27].[CH3:1][C:2]1([CH3:24])[c:3]2[cH:4][cH:5][c:6]([C:14](=[CH:15][c:16]3[cH:17][cH:18][c:19]([SH:22])[cH:20][cH:21]3)[CH3:23])[cH:7][c:8]2[C:9]([CH3:12])([CH3:13])[CH2:10][CH2:11]1.[CH3:28][N:29]([CH3:30])[CH:31]=[O:32]>>[CH3:1][C:2]1([CH3:24])[c:3]2[cH:4][cH:5][c:6]([C:14](=[CH:15][c:16]3[cH:17][cH:18][c:19]([S:22][CH2:25][CH3:26])[cH:20][cH:21]3)[CH3:23])[cH:7][c:8]2[C:9]([CH3:12])([CH3:13])[CH2:10][CH2:11]1. Reactants: C1(=CC=CC=C1)P(C1=CC=CC=C1)C1=CC=CC=C1 (triphenylphosphine), N(=NC(=O)OCC)C(=O)OCC (diethyl azodicarboxylate), OCC1=CC(=CC(=C1)CO)CO (1,3,5-tri(hydroxymethyl)benzene), C(C)(=S)O (thioacetic acid). Run in C1CCOC1 (THF), C1CCOC1 (THF). Run at temperature 0 celsius, time 50 minute. Product: C(C)(=O)SCC=1C=C(C=C(C1)CO)CO (5-acetylthiomethyl-1,3-bis(hydroxymethyl)-benzene). Isolated yield 33.5%. RXN SMILES: C1(P(C2C=CC=CC=2)C2C=CC=CC=2)C=CC=CC=1.N(C(OCC)=O)=NC(OCC)=O.O[CH2:33][C:34]1[CH:39]=[C:38]([CH2:40][OH:41])[CH:37]=[C:36]([CH2:42][OH:43])[CH:35]=1.[C:44]([OH:47])(=[S:46])[CH3:45]>C1COCC1>[C:44]([S:46][CH2:33][C:34]1[CH:39]=[C:38]([CH2:40][OH:41])[CH:37]=[C:36]([CH2:42][OH:43])[CH:35]=1)(=[O:47])[CH3:45]. Procedure details: To a solution of triphenylphosphine (577 mg, 2.2 mmol) in anhydrous THF (5 mL) was added diethyl azodicarboxylate (2.2 M in toluene, 791 μL, 1.7 mmol) dropwise at 0° C. After stirred at 0° C. for 50 minutes, a solution of 1,3,5-tri(hydroxymethyl)benzene (269 mg, 1.6 mmol, prepared by reduction of trimethyl 1,3,5-benzenetricarboxylate with lithium aluminum hydride in THF, co-evaporated with dry benzene and dried on high vacuum for couple hours before use) and thioacetic acid (108 μL, 1.45 mmol) i... Starting materials: C(C)O (ethanol), COC=1C=C2C(=CC=NC2=CC1OC)OC1=CC(=C(N)C=C1)[N+](=O)[O-] (4-[(6,7-Dimethoxy-4-quinolyl)oxy]-2-nitroaniline), CC1=C(C=CC=C1)C(=O)N=C=S (2-methyl-1-benzenecarbonyl isothiocyanate). Solvent: C1(=CC=CC=C1)C (toluene). Reaction conditions: time 2 hour. Product: COC=1C=C2C(=CC=NC2=CC1OC)OC1=CC(=C(C=C1)NC(=S)NC(C1=C(C=CC=C1)C)=O)[N+](=O)[O-] (N-{4-[(6,7-Dimethoxy-4-quinolyl)oxy]-2-nitrophenyl}-N′-(2-methylbenzoyl)thiourea). The yield is 80.0%. Reaction SMILES: [CH3:1][O:2][C:3]1[CH:4]=[C:5]2[C:10](=[CH:11][C:12]=1[O:13][CH3:14])[N:9]=[CH:8][CH:7]=[C:6]2[O:15][C:16]1[CH:22]=[CH:21][C:19]([NH2:20])=[C:18]([N+:23]([O-:25])=[O:24])[CH:17]=1.C(O)C.[CH3:29][C:30]1[CH:35]=[CH:34][CH:33]=[CH:32][C:31]=1[C:36]([N:38]=[C:39]=[S:40])=[O:37]>C1(C)C=CC=CC=1>[CH3:1][O:2][C:3]1[CH:4]=[C:5]2[C:10](=[CH:11][C:12]=1[O:13][CH3:14])[N:9]=[CH:8][CH:7]=[C:6]2[O:15][C:16]1[CH:22]=[CH:21][C:19]([NH:20][C:39]([NH:38][C:36](=[O:37])[C:31]2[CH:32]=[CH:33][CH:34]=[CH:35][C:30]=2[CH3:29])=[S:40])=[C:18]([N+:23]([O-:25])=[O:24])[CH:17]=1. Reported procedure: 4-[(6,7-Dimethoxy-4-quinolyl)oxy]-2-nitroaniline (50 mg) was dissolved in toluene (5 ml) and ethanol (1 ml) to prepare a solution. Commercially available 2-methyl-1-benzenecarbonyl isothiocyanate (50 μl) was then added to the solution, and the mixture was stirred at room temperature for 2 hr. The reaction solution was concentrated, and the residue was purified by chromatography on silica gel using chloroform/acetone for development to give the title compound (66 mg, yield 80%). Reactants: C(C)C=1N(C(=C(N1)C(C)(C)O)C(=O)OCC=1OC(OC1C)=O)CC1=CC=C(C=C1)C1=C(C=CC=C1)C1=NN=NN1C(C1=CC=CC=C1)(C1=CC=CC=C1)C1=CC=CC=C1 ((5-methyl-2-oxo-1,3-dioxolen-4-yl)methyl 2-ethyl-4-(1-hydroxy-1-methylethyl)-1-{4-[2-(trityltetrazole-5-yl)phenyl]phenyl}methylimidazole-5-carboxylate). Solvent: C(C)(=O)O (acetic acid). The product is C(C)C=1N(C(=C(N1)C(C)(C)O)C(=O)OCC=1OC(OC1C)=O)CC1=CC=C(C=C1)C1=C(C=CC=C1)C1=NN=NN1 ((5-Methyl-2-oxo-1,3-dioxolen-4-yl)methyl 2-ethyl-4-(1-hydroxy-1-methylethyl)-1-{4-[2-(tetrazole-5-yl)phenyl]phenyl}methylimidazole-5-carboxylate). The yield is 93.5%. As a reaction SMILES: [CH2:1]([C:3]1[N:4]([CH2:23][C:24]2[CH:29]=[CH:28][C:27]([C:30]3[CH:35]=[CH:34][CH:33]=[CH:32][C:31]=3[C:36]3[N:40](C(C4C=CC=CC=4)(C4C=CC=CC=4)C4C=CC=CC=4)[N:39]=[N:38][N:37]=3)=[CH:26][CH:25]=2)[C:5]([C:12]([O:14][CH2:15][C:16]2[O:17][C:18](=[O:22])[O:19][C:20]=2[CH3:21])=[O:13])=[C:6]([C:8]([OH:11])([CH3:10])[CH3:9])[N:7]=1)[CH3:2]>C(O)(=O)C>[CH2:1]([C:3]1[N:4]([CH2:23][C:24]2[CH:29]=[CH:28][C:27]([C:30]3[CH:35]=[CH:34][CH:33]=[CH:32][C:31]=3[C:36]3[NH:40][N:39]=[N:38][N:37]=3)=[CH:26][CH:25]=2)[C:5]([C:12]([O:14][CH2:15][C:16]2[O:17][C:18](=[O:22])[O:19][C:20]=2[CH3:21])=[O:13])=[C:6]([C:8]([OH:11])([CH3:9])[CH3:10])[N:7]=1)[CH3:2]. Procedure: Following a procedure similar to that described in Example 78(b), but using 1.90 g of (5-methyl-2-oxo-1,3-dioxolen-4-yl)methyl 2-ethyl-4-(1-hydroxy-1-methylethyl)-1-{4-[2-(trityltetrazole-5-yl)phenyl]phenyl}methylimidazole-5-carboxylate [prepared as described in step (a) above] and 20 ml of 75% v/v aqueous acetic acid, 1.23 g of the title compound was obtained as a crystalline powder.